This data is from the Open Reaction Database (ORD), a public repository of structured organic reaction records. The task is: describe an organic reaction: reactants, conditions, products, and yield The reactants are B, C1CCOC1, O=C(O)c1cncc2ccoc12. The product is OCc1cncc2ccoc12. RXN SMILES: [BH3:1].[O:14]1[CH2:15][CH2:16][CH2:17][CH2:18]1.[o:2]1[cH:3][cH:4][c:5]2[cH:6][n:7][cH:8][c:9]([C:11](=[O:12])[OH:13])[c:10]12>>[o:2]1[cH:3][cH:4][c:5]2[cH:6][n:7][cH:8][c:9]([CH2:11][OH:12])[c:10]12. Reactants: C(C)(=O)OCC1=C(C=CC=C1C1=NC=NC(=C1)NC1=NC=C(C=C1)C(=O)N1CCOCC1)N1C(C2=C(C=C(C=C2C=N1)C(C)(C)C)F)=O (2-(6-tert-butyl-8-fluoro-1-oxophthalazin-2(1H)-yl)-6-(6-(5-(morpholine-4-carbonyl)pyridin-2-ylamino)pyrimidin-4-yl)benzyl acetate), [OH-].[Na+] (NaOH), C(C)(=O)OCC (ethyl acetate), O (H2O). The solvent is O1CCOCC1 (1,4-dioxane). Conditions: time 2 hour. Product: C(C)(C)(C)C=1C=C2C=NN(C(C2=C(C1)F)=O)C1=C(C(=CC=C1)C1=NC=NC(=C1)NC1=NC=C(C=C1)C(=O)N1CCOCC1)CO (6-tert-butyl-8-fluoro-2-(2-(hydroxymethyl)-3-(6-(5-(morpholine-4-carbonyl)pyridin-2-ylamino)pyrimidin-4-yl)phenyl)-phthalazin-1(2H)-one). Isolated yield 35.1%. RXN SMILES: C([O:4][CH2:5][C:6]1[C:11]([C:12]2[CH:17]=[C:16]([NH:18][C:19]3[CH:24]=[CH:23][C:22]([C:25]([N:27]4[CH2:32][CH2:31][O:30][CH2:29][CH2:28]4)=[O:26])=[CH:21][N:20]=3)[N:15]=[CH:14][N:13]=2)=[CH:10][CH:9]=[CH:8][C:7]=1[N:33]1[N:42]=[CH:41][C:40]2[C:35](=[C:36]([F:47])[CH:37]=[C:38]([C:43]([CH3:46])([CH3:45])[CH3:44])[CH:39]=2)[C:34]1=[O:48])(=O)C.[OH-].[Na+].C(OCC)(=O)C.O>O1CCOCC1>[C:43]([C:38]1[CH:39]=[C:40]2[C:35](=[C:36]([F:47])[CH:37]=1)[C:34](=[O:48])[N:33]([C:7]1[CH:8]=[CH:9][CH:10]=[C:11]([C:12]3[CH:17]=[C:16]([NH:18][C:19]4[CH:24]=[CH:23][C:22]([C:25]([N:27]5[CH2:28][CH2:29][O:30][CH2:31][CH2:32]5)=[O:26])=[CH:21][N:20]=4)[N:15]=[CH:14][N:13]=3)[C:6]=1[CH2:5][OH:4])[N:42]=[CH:41]2)([CH3:46])([CH3:44])[CH3:45] |f:1.2|. Reported procedure: To a solution of 2-(6-tert-butyl-8-fluoro-1-oxophthalazin-2(1H)-yl)-6-(6-(5-(morpholine-4-carbonyl)pyridin-2-ylamino)pyrimidin-4-yl)benzyl acetate (90 mg, 0.14 mmol) in 1,4-dioxane (5 mL) was added 1N NaOH (10 mL). The mixture was stirred at room temperature for 2 hrs. The mixture was acidified to pH=2, followed by addition of ethyl acetate (50 mL) and H2O (20 mL). The organic phase was washed with H2O (2×20 mL), then brine (2×20 mL) and dried over Na2SO4. After filtration and concentration, the... The reactants are N1=C(N=CC=C1)CNCCN (N-(2-pyrimidylmethyl)ethylenediamine), C(C1=CC=CC=C1)(=O)N=C=S (benzoyl isothiocyanate). Product: C(C1=CC=CC=C1)(=O)NC(=S)NCCNCC1=NC=CC=N1 (N-benzoyl-N'-[2-(2-pyrimidylmethylamino)-ethyl]thiourea). Reaction SMILES: [N:1]1[CH:6]=[CH:5][CH:4]=[N:3][C:2]=1[CH2:7][NH:8][CH2:9][CH2:10][NH2:11].[C:12]([N:20]=[C:21]=[S:22])(=[O:19])[C:13]1[CH:18]=[CH:17][CH:16]=[CH:15][CH:14]=1>>[C:12]([NH:20][C:21]([NH:11][CH2:10][CH2:9][NH:8][CH2:7][C:2]1[N:3]=[CH:4][CH:5]=[CH:6][N:1]=1)=[S:22])(=[O:19])[C:13]1[CH:18]=[CH:17][CH:16]=[CH:15][CH:14]=1. Reported procedure: By the procedure of Example 46, N-(2-pyrimidylmethyl)ethylenediamine is reacted with benzoyl isothiocyanate to give N-benzoyl-N'-[2-(2-pyrimidylmethylamino)-ethyl]thiourea. Reactants: C(C1=CC=CC=C1)OC=1C=C(C=2OC3=CC(=CC=C3C(C2)=O)OCC(CNC(C)C)O)C=C(C1)OCC1=CC=CC=C1 (3′,5′-Dibenzyloxy-7-(2-hydroxy-3-iso-propylamino-propoxy)-flavone), C(C1=CC=CC=C1)OC=1C=C(C=2OC3=CC(=CC=C3C(C2)=O)OCC(CNC(C)C)O)C=C(C1)OCC1=CC=CC=C1 (3′,5′-Dibenzyloxy-7-(2-hydroxy-3-iso-propylamino-propoxy)-flavone). Reagents/catalysts: [Pd] (Pd/C). Run in CO (methanol). Product: OC=1C=C(C=2OC3=CC(=CC=C3C(C2)=O)OCC(CNC(C)C)O)C=C(C1)O (3′,5′-Dihydroxy-7-(2-hydroxy-3-iso-propylamino-propoxy)-flavone). Reaction SMILES: C([O:8][C:9]1[CH:10]=[C:11]([CH:32]=[C:33]([O:35]CC2C=CC=CC=2)[CH:34]=1)[C:12]1[O:13][C:14]2[C:19]([C:20](=[O:22])[CH:21]=1)=[CH:18][CH:17]=[C:16]([O:23][CH2:24][CH:25]([OH:31])[CH2:26][NH:27][CH:28]([CH3:30])[CH3:29])[CH:15]=2)C1C=CC=CC=1>CO.[Pd]>[OH:8][C:9]1[CH:10]=[C:11]([CH:32]=[C:33]([OH:35])[CH:34]=1)[C:12]1[O:13][C:14]2[C:19]([C:20](=[O:22])[CH:21]=1)=[CH:18][CH:17]=[C:16]([O:23][CH2:24][CH:25]([OH:31])[CH2:26][NH:27][CH:28]([CH3:29])[CH3:30])[CH:15]=2. Procedure: 3′,5′-Dibenzyloxy-7-(2-hydroxy-3-iso-propylamino-propoxy)-flavone, 35 (1.2 g, 2.12 mmol) was debenzylated in dry methanol (40 mL) with 10% Pd/C (30 mg) under hydrogen atmosphere as described for 48 to provide 49. Yield 800 mg (98%); mp 185° C. (decomposes); MS (FAB) 386 (M++1); IR (KBr) 3244, 1623; 1H NMR (200 MHz, DMSO-d6) δ 9.85 (s, 2H), 7.72 (d, J=8.8 Hz, 1H), 7.06 (d, J=1.7 Hz, 1H), 6.87 (dd, J=8.8 Hz, 1.9 Hz, 1H), 6.66 (d, J=1.7 Hz, 2H), 6.45 (s, 1H), 6.29 (s, 1H), 4.00-3.97 (m, 3H), 3.13-3...